The task is: describe an organic reaction: reactants, conditions, products, and yield. This data is from the Open Reaction Database (ORD), a public repository of structured organic reaction records. Reactants: NC=1C=CC=2C3=C(NC2C1)C(=CC(=N3)C3=CC(=CC=C3)C(F)(F)F)C(=O)N (7-amino-2-(3-(trifluoromethyl)phenyl)-5H-pyrido[3,2-b]indole-4-carboxamide), CC(C)=O (propan-2-one), C(C)(=O)O[BH-](OC(C)=O)OC(C)=O.[Na+] (sodium triacetoxyborohydride), Solvent A, C(=O)(C(F)(F)F)O (TFA), Solvent B, C(=O)(C(F)(F)F)O (TFA), N (NH3). Run in CO (MeOH), C(Cl)Cl.C1CCOC1 (DCM THF), CO (MeOH), CO (Methanol), CO (Methanol), O (H2O), O (H2O). Reaction conditions: time 8 hour. The product is C(C)(C)NC=1C=CC=2C3=C(NC2C1)C(=CC(=N3)C3=CC(=CC=C3)C(F)(F)F)C(=O)N (7-(isopropylamino)-2-(3-(trifluoromethyl)phenyl)-5H-pyrido[3,2-b]indole-4-carboxamide). The yield is 55.6%. Reaction SMILES: [NH2:1][C:2]1[CH:3]=[CH:4][C:5]2[C:6]3[N:14]=[C:13]([C:15]4[CH:20]=[CH:19][CH:18]=[C:17]([C:21]([F:24])([F:23])[F:22])[CH:16]=4)[CH:12]=[C:11]([C:25]([NH2:27])=[O:26])[C:7]=3[NH:8][C:9]=2[CH:10]=1.[CH3:28][C:29](=O)[CH3:30].C(O[BH-](OC(=O)C)OC(=O)C)(=O)C.[Na+].C(O)(C(F)(F)F)=O.N>C(Cl)Cl.C1COCC1.CO.O>[CH:29]([NH:1][C:2]1[CH:3]=[CH:4][C:5]2[C:6]3[N:14]=[C:13]([C:15]4[CH:20]=[CH:19][CH:18]=[C:17]([C:21]([F:24])([F:23])[F:22])[CH:16]=4)[CH:12]=[C:11]([C:25]([NH2:27])=[O:26])[C:7]=3[NH:8][C:9]=2[CH:10]=1)([CH3:30])[CH3:28] |f:2.3,6.7|. Procedure: A suspension of 7-amino-2-(3-(trifluoromethyl)phenyl)-5H-pyrido[3,2-b]indole-4-carboxamide (30 mg, 0.081 mmol), propan-2-one (0.118 mL, 1.62 mmol), and sodium triacetoxyborohydride (172 mg, 0.810 mmol) in a mixture of DCM/THF (2/1) (3 mL) was stirred at RT overnight. The mixture was diluted with MeOH and preparative HPLC (100×30 mm Luna C18 column, Solvent A=10% Methanol, 90% H2O, 0.1% TFA; Solvent B=90% Methanol, 10% H2O, 0.1% TFA, 10-60% B at 42 mL/min over 20 min) followed by SCX capture and ... The reactants are CC(C)(C)OC(=O)Nc1ccc(-c2ccccn2)cc1NC(=O)CC(=O)c1sccc1Cl, ClCCl, O=C(O)C(F)(F)F. Yields the product O=C1CC(c2sccc2Cl)=Nc2ccc(-c3ccccn3)cc2N1. RXN SMILES: [C:1]([O:2][C:3](=[O:4])[NH:7][c:8]1[c:9]([NH:20][C:21]([CH2:22][C:23](=[O:5])[c:25]2[s:26][cH:27][cH:28][c:29]2[Cl:30])=[O:31])[cH:10][c:11](-[c:14]2[n:15][cH:16][cH:17][cH:18][cH:19]2)[cH:12][cH:13]1)([CH3:6])([CH3:24])[CH3:32].[Cl:40][CH2:41][Cl:42].[F:33][C:34]([F:35])([F:36])[C:37]([OH:38])=[O:39]>>[N:7]1=[C:23]([c:25]2[s:26][cH:27][cH:28][c:29]2[Cl:30])[CH2:22][C:21](=[O:31])[NH:20][c:9]2[c:8]1[cH:13][cH:12][c:11](-[c:14]1[n:15][cH:16][cH:17][cH:18][cH:19]1)[cH:10]2. Starting materials: COc1cc(-c2ccccc2CO)cc(OC)c1OC, ClC(Cl)Cl, O=S(Cl)Cl. Product: COc1cc(-c2ccccc2CCl)cc(OC)c1OC. RXN SMILES: [CH3:1][O:2][c:3]1[cH:4][c:5](-[c:13]2[c:14]([CH2:15][OH:16])[cH:17][cH:18][cH:19][cH:20]2)[cH:6][c:7]([O:11][CH3:12])[c:8]1[O:9][CH3:10].[CH:25]([Cl:26])([Cl:27])[Cl:28].[S:21]([Cl:22])([Cl:23])=[O:24]>>[CH3:1][O:2][c:3]1[cH:4][c:5](-[c:13]2[c:14]([CH2:15][Cl:23])[cH:17][cH:18][cH:19][cH:20]2)[cH:6][c:7]([O:11][CH3:12])[c:8]1[O:9][CH3:10]. Reactants: 459.2, BrC=CBr (dibromo ethylene), N1=CC=C(C=C1)N1CCNCC1 (1-(pyridin-4-yl)piperazine), ClC1=CC=C(C=C1)[C@H]1C[C@]12C(NC1=CC=CC=C21)=O ((1S,2R)-2-(4-chlorophenyl)spiro[cyclopropane-1,3′-indolin]-2′-one). Yields the product ClC1=CC=C(C=C1)[C@@H]1C[C@@]12C(N(C1=CC=CC=C21)CCN2CCN(CC2)C2=CC=NC=C2)=O ((1R,2S)-2-(4-chlorophenyl)-1′-(2-(4-(pyridin-4-yl)piperazin-1-yl)ethyl) spiro[cyclopropane-1,3′-indolin]-2′-one). As a reaction SMILES: Br[CH:2]=[CH:3]Br.[N:5]1[CH:10]=[CH:9][C:8]([N:11]2[CH2:16][CH2:15][NH:14][CH2:13][CH2:12]2)=[CH:7][CH:6]=1.[Cl:17][C:18]1[CH:23]=[CH:22][C:21]([C@@H:24]2[C@:26]3([C:34]4[C:29](=[CH:30][CH:31]=[CH:32][CH:33]=4)[NH:28][C:27]3=[O:35])[CH2:25]2)=[CH:20][CH:19]=1>>[Cl:17][C:18]1[CH:19]=[CH:20][C:21]([C@H:24]2[C@@:26]3([C:34]4[C:29](=[CH:30][CH:31]=[CH:32][CH:33]=4)[N:28]([CH2:2][CH2:3][N:14]4[CH2:13][CH2:12][N:11]([C:8]5[CH:9]=[CH:10][N:5]=[CH:6][CH:7]=5)[CH2:16][CH2:15]4)[C:27]3=[O:35])[CH2:25]2)=[CH:22][CH:23]=1. Reported procedure: The title compound was prepared in analogy to Example 81 starting from dibromo ethylene, 1-(pyridin-4-yl)piperazine (commercially available), (1R,2S) and (1S,2R)-2-(4-chlorophenyl)spiro[cyclopropane-1,3′-indolin]-2′-one prepared as in Scheme 1. LC/MS m/e calcd. for C27H27ClN4O: 458, observed (M+H)+: 459.2 1HNMR (400 MHz, MeOD-d4) δppm 1.32 (s, 2 H) 2.02-2.40 (m, 3 H) 3.26 (s, 1 H) 3.47 (d, J=9.09 Hz, 8 H) 4.02 (br. s., 4 H) 4.25 (s, 2 H) 6.11 (d, J=7.33 Hz, 1 H) 6.80 (s, 1 H) 7.12-7.18 (m, 1 H) ... Starting materials: [Ag+], CC(=O)OC1CSC(Br)C(OC(C)=O)C1OC(C)=O, Cc1ccccc1, CC#N, [Cl-], [Cl-], Oc1cccnc1, [Zn+2], O=C([O-])c1ncc[nH]1. Product: CC(=O)OC1CSC(Oc2cccnc2)C(OC(C)=O)C1OC(C)=O. As a reaction SMILES: [Ag+:48].[C:8]([CH3:9])(=[O:10])[O:11][CH:12]1[CH:13]([Br:26])[S:14][CH2:15][CH:16]([O:22][C:23]([CH3:24])=[O:25])[CH:17]1[O:18][C:19]([CH3:20])=[O:21].[CH3:27][c:28]1[cH:29][cH:30][cH:31][cH:32][cH:33]1.[CH3:34][C:35]#[N:36].[Cl-:37].[Cl-:39].[OH:1][c:2]1[cH:3][n:4][cH:5][cH:6][cH:7]1.[Zn+2:38].[nH:40]1[cH:41][cH:42][n:43][c:44]1[C:45]([O-:46])=[O:47]>>[O:1]([c:2]1[cH:3][n:4][cH:5][cH:6][cH:7]1)[CH:13]1[CH:12]([O:11][C:8]([CH3:9])=[O:10])[CH:17]([O:18][C:19]([CH3:20])=[O:21])[CH:16]([O:22][C:23]([CH3:24])=[O:25])[CH2:15][S:14]1.